This data is from the Open Reaction Database (ORD), a public repository of structured organic reaction records. The task is: describe an organic reaction: reactants, conditions, products, and yield The reactants are ClC1=CC2=C(NC(CS2)=O)C=C1C=O (7-chloro-3-oxo-3,4-dihydro-2H-benzo[1,4]thiazine-6-carbaldehyde), COC1=CC=C2N=CC(=NC2=C1)SCCN1CCC(CC1)N (1-[2-(7-methoxy-quinoxalin-2-ylsulfanyl)-ethyl]-piperidin-4-ylamine). Product: solid, ClC1=CC2=C(NC(CS2)=O)C=C1CNC1CCN(CC1)CCSC1=NC2=CC(=CC=C2N=C1)OC (7-chloro-6-({1-[2-(7-methoxy-quinoxalin-2-ylsulfanyl)-ethyl]-piperidin-4-ylamino}-methyl)-4H-benzo[1,4]thiazin-3-one). Isolated yield 35.0%. As a reaction SMILES: [Cl:1][C:2]1[C:12]([CH:13]=O)=[CH:11][C:5]2[NH:6][C:7](=[O:10])[CH2:8][S:9][C:4]=2[CH:3]=1.[CH3:15][O:16][C:17]1[CH:26]=[C:25]2[C:20]([N:21]=[CH:22][C:23]([S:27][CH2:28][CH2:29][N:30]3[CH2:35][CH2:34][CH:33]([NH2:36])[CH2:32][CH2:31]3)=[N:24]2)=[CH:19][CH:18]=1>>[Cl:1][C:2]1[C:12]([CH2:13][NH:36][CH:33]2[CH2:32][CH2:31][N:30]([CH2:29][CH2:28][S:27][C:23]3[CH:22]=[N:21][C:20]4[C:25](=[CH:26][C:17]([O:16][CH3:15])=[CH:18][CH:19]=4)[N:24]=3)[CH2:35][CH2:34]2)=[CH:11][C:5]2[NH:6][C:7](=[O:10])[CH2:8][S:9][C:4]=2[CH:3]=1. Procedure: The title compound is prepared as a yellow solid (24 mg, 35% yield) following Scheme 3 and in analogy to Example 40 using 7-chloro-3-oxo-3,4-dihydro-2H-benzo[1,4]thiazine-6-carbaldehyde (30 mg, 0.12 mmol 1.0 eq) and 1-[2-(7-methoxy-quinoxalin-2-ylsulfanyl)-ethyl]-piperidin-4-ylamine (40 mg, 0.12 mmol, 1.0 eq) as starting materials. Reactants: CC(C)(C)[Si](OC1CC2CC1CC2=O)(c1ccccc1)c1ccccc1, C1CCOC1. The product is CC(C)(C)[Si](OC1CC2CC1CC2O)(c1ccccc1)c1ccccc1. Reaction SMILES: [C:1]([CH3:2])([CH3:3])([CH3:4])[Si:5]([O:6][CH:7]1[CH:8]2[CH2:9][C:10](=[O:14])[CH:11]([CH2:12]1)[CH2:13]2)([c:15]1[cH:16][cH:17][cH:18][cH:19][cH:20]1)[c:21]1[cH:22][cH:23][cH:24][cH:25][cH:26]1.[CH2:27]1[O:28][CH2:29][CH2:30][CH2:31]1>>[C:1]([CH3:2])([CH3:3])([CH3:4])[Si:5]([O:6][CH:7]1[CH:8]2[CH2:9][CH:10]([OH:14])[CH:11]([CH2:12]1)[CH2:13]2)([c:15]1[cH:16][cH:17][cH:18][cH:19][cH:20]1)[c:21]1[cH:22][cH:23][cH:24][cH:25][cH:26]1. Reactants: [N+](=O)([O-])C=1C=CC2=C(C(=NCC(N2)=O)C2=CC=CC=C2)C1 (1,3-dihydro-7-nitro-5-phenyl-2H-1,4-benzodiazepin-2-one), Cl.NO (hydroxylamine hydrochloride). The solvent is N1=CC=CC=C1 (pyridine), C(Cl)Cl (methylene chloride). Product: NCC(=O)NC1=C(C=C(C=C1)[N+](=O)[O-])C(C1=CC=CC=C1)=NO (2-amino-2'-[α-(hydroxyimino)-benzyl]-4'-nitro-acetanilide). As a reaction SMILES: [N+:1]([C:4]1[CH:5]=[CH:6][C:7]2[NH:13][C:12](=[O:14])[CH2:11][N:10]=[C:9]([C:15]3[CH:20]=[CH:19][CH:18]=[CH:17][CH:16]=3)[C:8]=2[CH:21]=1)([O-:3])=[O:2].Cl.[NH2:23][OH:24]>N1C=CC=CC=1.C(Cl)Cl>[NH2:10][CH2:11][C:12]([NH:13][C:7]1[CH:6]=[CH:5][C:4]([N+:1]([O-:3])=[O:2])=[CH:21][C:8]=1[C:9](=[N:23][OH:24])[C:15]1[CH:20]=[CH:19][CH:18]=[CH:17][CH:16]=1)=[O:14] |f:1.2|. Procedure: A solution of 10 g (35.55 mmol) of 1,3-dihydro-7-nitro-5-phenyl-2H-1,4-benzodiazepin-2-one and 3.7 g (53.3 mmol) of hydroxylamine hydrochloride in 80 ml of pyridine is heated under reflux for 1 hour. After cooling, the mixture is taken up in methylene chloride, washed with water, dried and evaporated. The residual pyridine is removed in vacuo azeotropically with toluene. The solid crude product is suspended in hot tert.-butyl methyl ether and filtered off. There is obtained 2-amino-2'-[α-(hydrox... The reactants are Cl (hydrochloric acid), FC(C(CCCCCC)OC1=CC=C(N)C=C1)(F)F (p-(1-trifluoromethyl-heptyloxy)-aniline), [I-].[K+] (potassium iodide), N(=O)[O-].[Na+] (sodium nitrite). The solvent is O (water), O (water), O (water). Product: FC(C(CCCCCC)OC1=CC=C(C=C1)I)(F)F (p-(1-trifluoromethylheptyloxy)iodobenzene). RXN SMILES: Cl.[F:2][C:3]([F:20])([F:19])[CH:4]([O:11][C:12]1[CH:18]=[CH:17][C:15](N)=[CH:14][CH:13]=1)[CH2:5][CH2:6][CH2:7][CH2:8][CH2:9][CH3:10].N([O-])=O.[Na+].[I-:25].[K+]>O>[F:2][C:3]([F:20])([F:19])[CH:4]([O:11][C:12]1[CH:18]=[CH:17][C:15]([I:25])=[CH:14][CH:13]=1)[CH2:5][CH2:6][CH2:7][CH2:8][CH2:9][CH3:10] |f:2.3,4.5|. Procedure details: To 200 ml of water containing 25 g of 36% hydrochloric acid, were added 6.7 g of oa p-(1-trifluoromethyl-heptyloxy)-aniline, and cooled to a temperature below 5° C., followed by adding thereto dropwise 1.7 g of sodium nitrite dissolved in 10 ml of water. After the addition was over, stirring was continued for an hour, and then 20 g of potassium iodide dissolved in 20 ml of water were added thereto, followed by putting back the temperature gradually to room temperature and stirring was continued ... Reactants: CNC, CCOC(C)=O, O=C(c1ccncc1)c1ccc(F)cc1. Product: CN(C)c1ccc(C(=O)c2ccncc2)cc1. RXN SMILES: [CH3:16][NH:17][CH3:18].[CH3:19][CH2:20][O:21][C:22](=[O:23])[CH3:24].[F:1][c:2]1[cH:3][cH:4][c:5]([C:6](=[O:7])[c:8]2[cH:9][cH:10][n:11][cH:12][cH:13]2)[cH:14][cH:15]1>>[c:2]1([N:17]([CH3:16])[CH3:18])[cH:3][cH:4][c:5]([C:6](=[O:7])[c:8]2[cH:9][cH:10][n:11][cH:12][cH:13]2)[cH:14][cH:15]1. Starting materials: Cn1c(-c2ccccc2C(F)(F)F)nnc1C(C)(C)Oc1ccc(-c2nc(C(=O)O)no2)cc1, CS(C)=O, O. The product is Cn1c(-c2ccccc2C(F)(F)F)nnc1C(C)(C)Oc1ccc(-c2ncno2)cc1. As a reaction SMILES: [CH3:1][C:2]([CH3:3])([O:4][c:5]1[cH:6][cH:7][c:8](-[c:11]2[n:12][c:13]([C:16]([OH:17])=[O:18])[n:14][o:15]2)[cH:9][cH:10]1)[c:19]1[n:20][n:21][c:22](-[c:25]2[c:26]([C:31]([F:32])([F:33])[F:34])[cH:27][cH:28][cH:29][cH:30]2)[n:23]1[CH3:24].[CH3:36][S:37]([CH3:38])=[O:39].[OH2:35]>>[CH3:1][C:2]([CH3:3])([O:4][c:5]1[cH:6][cH:7][c:8](-[c:11]2[n:12][cH:13][n:14][o:15]2)[cH:9][cH:10]1)[c:19]1[n:20][n:21][c:22](-[c:25]2[c:26]([C:31]([F:32])([F:33])[F:34])[cH:27][cH:28][cH:29][cH:30]2)[n:23]1[CH3:24]. Starting materials: C(C)(=O)C1=CC2=C(N(C=N2)C2=CC(=CC=C2)C=2C=NC=CC2)C=C1 (5-Acetyl-1-(3-(3-pyridyl)phenyl)benzimidazole), Cl.C(C)ON (O-Ethyl hydroxylamine hydrochloride). Run in C(C)O (ethanol). Reaction conditions: temperature 70 celsius. The product is C(C)ON=C(C)C1=CC2=C(N(C=N2)C2=CC(=CC=C2)C=2C=NC=CC2)C=C1 (5-Acetyl-1-(3-(3-pyridyl)phenyl)benzimidazole O-ethyl oxime). RXN SMILES: [C:1]([C:4]1[CH:24]=[CH:23][C:7]2[N:8]([C:11]3[CH:16]=[CH:15][CH:14]=[C:13]([C:17]4[CH:18]=[N:19][CH:20]=[CH:21][CH:22]=4)[CH:12]=3)[CH:9]=[N:10][C:6]=2[CH:5]=1)(=O)[CH3:2].Cl.[CH2:26]([O:28][NH2:29])[CH3:27]>C(O)C>[CH2:26]([O:28][N:29]=[C:1]([C:4]1[CH:24]=[CH:23][C:7]2[N:8]([C:11]3[CH:16]=[CH:15][CH:14]=[C:13]([C:17]4[CH:18]=[N:19][CH:20]=[CH:21][CH:22]=4)[CH:12]=3)[CH:9]=[N:10][C:6]=2[CH:5]=1)[CH3:2])[CH3:27] |f:1.2|. Procedure: 32a from Example 5 (5 g, 15.97 mmol) is suspended in absolute ethanol (50 ml) and heated to 70° C. O-Ethyl hydroxylamine hydrochloride (2.4 g, 24.61 mmol) is added and the mixture is heated to reflux for 1.5 hours. After cooling the solvent is removed by evaporation, and the residue is stirred with aqueous sodium hydroxide (50 ml, 1 M). The crude product is filtered off. Column-chromatographic workup on silica gel using a mixture of ethyl acetate and ethanol (9:1) as the eluent affords pure 33a....